The task is: describe an organic reaction: reactants, conditions, products, and yield. This data is from the Open Reaction Database (ORD), a public repository of structured organic reaction records. As a reaction SMILES: Br[C:2]1[CH:3]=[C:4]([NH2:10])[C:5]([NH2:9])=[CH:6][C:7]=1[F:8].[Br-].[CH2:12]([Zn+])[C:13]([CH3:16])([CH3:15])[CH3:14].O1CCCC1>C1C=CC(P([C]2[CH][CH][CH][CH]2)C2C=CC=CC=2)=CC=1.C1C=CC(P([C]2[CH][CH][CH][CH]2)C2C=CC=CC=2)=CC=1.Cl[Pd]Cl.[Fe]>[F:8][C:7]1[CH:6]=[C:5]([NH2:9])[C:4]([NH2:10])=[CH:3][C:2]=1[CH2:12][C:13]([CH3:16])([CH3:15])[CH3:14] |f:1.2,4.5.6.7,^1:27,28,29,30,31,45,46,47,48,49|. The reactants are BrC=1C=C(C(=CC1F)N)N (4-bromo-5-fluorobenzene-1,2-diamine), [Br-].C(C(C)(C)C)[Zn+] (neopentylzinc bromide), O1CCCC1 (tetrahydrofuran). Yield: 28.0%. Procedure details: A mixture of 4-bromo-5-fluorobenzene-1,2-diamine (82.1 mg, 0.400 mmol), [1,1-bis(diphenylphosphino)ferrocene]dichloropalladium(II) (20.2 mg, 0.0276 mmol), and neopentylzinc bromide in tetrahydrofuran (0.5 M, 3.0 mL, 1.5 mmol) was degassed for 5 minutes using argon. The reaction mixture was heated under microwave irradiation for 5 minutes at 140° C. The solution was concentrated in vacuo and purified by silica gel column chromatography eluting with 0-100% ethyl acetate/hexanes to afford the title... The reagents and catalysts are C1=CC=C(C=C1)P(C2=CC=CC=C2)[C]3[CH][CH][CH][CH]3.C1=CC=C(C=C1)P(C2=CC=CC=C2)[C]3[CH][CH][CH][CH]3.Cl[Pd]Cl.[Fe] ([1,1-bis(diphenylphosphino)ferrocene]dichloropalladium(II)). Run at temperature 140 celsius. Product: FC=1C=C(C(=CC1CC(C)(C)C)N)N (4-Fluoro-5-neopentylbenzene-1,2-diamine). The reactants are BrB(Br)Br, COc1ncc(-c2nc(C(=O)N3CCC(N4CCCC4)CC3)c(C)cc2-c2cccc(C(F)(F)F)c2)cn1, ClCCl. The product is Cc1cc(-c2cccc(C(F)(F)F)c2)c(-c2cnc(O)nc2)nc1C(=O)N1CCC(N2CCCC2)CC1. Reaction SMILES: [B:39]([Br:40])([Br:41])[Br:42].[CH3:1][O:2][c:3]1[n:4][cH:5][c:6](-[c:9]2[c:10](-[c:29]3[cH:30][c:31]([C:35]([F:36])([F:37])[F:38])[cH:32][cH:33][cH:34]3)[cH:11][c:12]([CH3:28])[c:13]([C:15](=[O:16])[N:17]3[CH2:18][CH2:19][CH:20]([N:23]4[CH2:24][CH2:25][CH2:26][CH2:27]4)[CH2:21][CH2:22]3)[n:14]2)[cH:7][n:8]1.[Cl:43][CH2:44][Cl:45]>>[OH:2][c:3]1[n:4][cH:5][c:6](-[c:9]2[c:10](-[c:29]3[cH:30][c:31]([C:35]([F:36])([F:37])[F:38])[cH:32][cH:33][cH:34]3)[cH:11][c:12]([CH3:28])[c:13]([C:15](=[O:16])[N:17]3[CH2:18][CH2:19][CH:20]([N:23]4[CH2:24][CH2:25][CH2:26][CH2:27]4)[CH2:21][CH2:22]3)[n:14]2)[cH:7][n:8]1. Reactants: CCOC(=O)c1c(O)c2cccn2n(Cc2ccc(F)cc2F)c1=O, NCC(=O)[O-], [Na+]. Yields the product O=C(O)CNC(=O)c1c(O)c2cccn2n(Cc2ccc(F)cc2F)c1=O. As a reaction SMILES: [CH2:1]([O:2][C:4](=[O:5])[c:6]1[c:7]([OH:25])[c:8]2[n:9]([n:10]([CH2:13][c:14]3[c:15]([F:21])[cH:16][c:17]([F:20])[cH:18][cH:19]3)[c:11]1=[O:12])[cH:22][cH:23][cH:24]2)[CH3:3].[NH2:26][CH2:27][C:28](=[O:29])[O-:30].[Na+:31]>>[C:4](=[O:5])([c:6]1[c:7]([OH:25])[c:8]2[n:9]([n:10]([CH2:13][c:14]3[c:15]([F:21])[cH:16][c:17]([F:20])[cH:18][cH:19]3)[c:11]1=[O:12])[cH:22][cH:23][cH:24]2)[NH:26][CH2:27][C:28](=[O:29])[OH:30]. The reactants are OC1=NN(C2=CC(=CC=C12)[N+](=O)[O-])CC1=C(C=C(C(=O)OC)C=C1)OC (methyl 4-[3-hydroxy-6-nitroindazol-1-ylmethyl]-3-methoxybenzoate), [Na] (sodium). The solvent is CO (methanol). Conditions: temperature 0 celsius, time 18 hour. Product: C(C1=CC=CC=C1)OC1=NN(C2=CC(=CC=C12)[N+](=O)[O-])CC1=C(C=C(C(=O)OC)C=C1)OC (methyl 4-(3-benzyloxy-6-nitroindazol-1-ylmethyl)-3-methoxybenzoate). The yield is 120.8%. As a reaction SMILES: [OH:1][C:2]1[C:10]2[C:5](=[CH:6][C:7]([N+:11]([O-:13])=[O:12])=[CH:8][CH:9]=2)[N:4]([CH2:14][C:15]2[CH:24]=[CH:23][C:18]([C:19]([O:21][CH3:22])=[O:20])=[CH:17][C:16]=2[O:25][CH3:26])[N:3]=1.[Na]>CO>[CH2:2]([O:1][C:2]1[C:10]2[C:5](=[CH:6][C:7]([N+:11]([O-:13])=[O:12])=[CH:8][CH:9]=2)[N:4]([CH2:14][C:15]2[CH:24]=[CH:23][C:18]([C:19]([O:21][CH3:22])=[O:20])=[CH:17][C:16]=2[O:25][CH3:26])[N:3]=1)[C:10]1[CH:5]=[CH:6][CH:7]=[CH:8][CH:9]=1 |^1:26|. Reported procedure: Methyl 4-(3-hydroxy-6-nitroindazol-1-ylmethyl)-3-methoxybenzoate (T) (35.7 g.) was added to a mixture of sodium (2.3 g.) and methanol (200 ml.). The mixture was stirred for 18 hours, and evaporated. The residue was dissolved in N,N-dimethylformamide (100 ml.), cooled to 0° C., and benzyl bromide (15.5 ml.) added. After 18 hours at ambient temperature, ethyl acetate and 1N sodium hydroxide solution were added. The precipitate was isolated by filtration, washed with ether, and chromatographed by H... The reactants are CN[C@@H]1C[C@H]2O[C@@](C)([C@@H]1OC)n1c3ccccc3c3c4c(c5c6ccccc6n2c5c31)C(=O)NC4 (staurosporine), Cn1cc(C=O)c(n1)C2CC2. The reagents and catalysts are CC(C)[O-].CC(C)[O-].CC(C)[O-].CC(C)[O-].[Ti+4] (Ti(OiPr)4), CC(=O)O (acetic acid), CC(=O)O[BH-](OC(C)=O)OC(C)=O.[Na+] (Sodium triacetoxyborohydride). Solvent: CN1CCCC1=O (NMP), CN1CCCC1=O (NMP), CN1CCCC1=O (NMP), CN1CCCC1=O (NMP), CN1CCCC1=O (NMP), CN1CCCC1=O (NMP), CN1CCCC1=O (NMP). Conditions: temperature 22 celsius, time 18 hour. Yields the product CO[C@@H]1[C@@H](C[C@H]2O[C@]1(C)n3c4ccccc4c5c6CNC(=O)c6c7c8ccccc8n2c7c35)N(C)Cc9cn(C)nc9C%10CC%10, CN[C@@H]1C[C@H]2O[C@@](C)([C@@H]1OC)n1c3ccccc3c3c4c(c5c6ccccc6n2c5c31)C(=O)NC4 (Staurosporine), Cn1cc(C=O)c(n1)C2CC2.